Dataset: the Open Reaction Database (ORD), a public repository of structured organic reaction records. Task: describe an organic reaction: reactants, conditions, products, and yield The product is COc1ccc(C=Cc2ccc3cc(C(=O)O)ccc3n2)cc1. As a reaction SMILES: [CH3:15][O:16][c:17]1[cH:18][cH:19][c:20]([CH:21]=[O:22])[cH:23][cH:24]1.[CH3:1][c:2]1[n:3][c:4]2[cH:5][cH:6][c:7]([C:12](=[O:13])[OH:14])[cH:8][c:9]2[cH:10][cH:11]1.[CH3:25][C:26]([O:27][C:28](=[O:29])[CH3:30])=[O:31].[Cl-:32].[Cl-:34].[Zn+2:33]>>[CH:1]([c:2]1[n:3][c:4]2[cH:5][cH:6][c:7]([C:12](=[O:13])[OH:14])[cH:8][c:9]2[cH:10][cH:11]1)=[CH:21][c:20]1[cH:19][cH:18][c:17]([O:16][CH3:15])[cH:24][cH:23]1. Reactants: COc1ccc(C=O)cc1, Cc1ccc2cc(C(=O)O)ccc2n1, CC(=O)OC(C)=O, [Cl-], [Cl-], [Zn+2]. Starting materials: ClCC#N (chloroacetonitrile), ice, COC=1C=C2C(C(N(C2=CC1)C)=O)C (5-methoxy-l,3-dimethyloxindole), [OH-].[Na+] (NaOH). Run in C1(=CC=CC=C1)C (toluene), C1(=CC=CC=C1)C (toluene). Reaction conditions: temperature 10 celsius, time 10 minute. The product is C(#N)CC1(C(N(C2=CC=C(C=C12)OC)C)=O)C ((±)-cyanomethyl-5-methoxy-1,3-dimethyloxindole). Yield: 90.7%. RXN SMILES: [CH3:1][O:2][C:3]1[CH:4]=[C:5]2[C:9](=[CH:10][CH:11]=1)[N:8]([CH3:12])[C:7](=[O:13])[CH:6]2[CH3:14].[OH-].[Na+].Cl[CH2:18][C:19]#[N:20]>C1(C)C=CC=CC=1>[C:19]([CH2:18][C:6]1([CH3:14])[C:5]2[C:9](=[CH:10][CH:11]=[C:3]([O:2][CH3:1])[CH:4]=2)[N:8]([CH3:12])[C:7]1=[O:13])#[N:20] |f:1.2|. Procedure details: To a mixture containing 50 g of 5-methoxy-l,3-dimethyloxindole, 10.57 g of Aliquat 366 in 375 ml of toluene and 100 ml of 50% NaOH was added dropwise under nitrogen, a solution containing 21.73 g of chloroacetonitrile in 125 ml of toluene over 30 min. A slightly exothermic reaction ensued (50° C.). The reaction mixture was stirred for another 10 minutes, and then cooled to 10° C. To this cooled reaction mixture was added 400 ml of ice-cold water. The reaction mixture was transferred to a separat... The reactants are COCCNC(=O)N1CC(CC(C1)C1=CC=C(C=C1)C(F)(F)F)C(=O)O (1-[(2-Methoxyethyl)carbamoyl]-5-[4-(trifluoromethyl)phenyl]piperidine-3-carboxylic acid), ON=C(CCOC)N (N′-hydroxy-3-methoxypropanimidamide). The product is COCCNC(=O)N1CC(CC(C1)C1=CC=C(C=C1)C(F)(F)F)C1=NC(=NO1)CCOC (N-(2-Methoxyethyl)-3-[3-(2-methoxyethyl)-1,2,4-oxadiazol-5-yl]-5-[4-(trifluoromethyl)phenyl]-piperidine-1-carboxamide). Reaction SMILES: [CH3:1][O:2][CH2:3][CH2:4][NH:5][C:6]([N:8]1[CH2:13][CH:12]([C:14]2[CH:19]=[CH:18][C:17]([C:20]([F:23])([F:22])[F:21])=[CH:16][CH:15]=2)[CH2:11][CH:10]([C:24]([OH:26])=O)[CH2:9]1)=[O:7].O[N:28]=[C:29]([NH2:34])[CH2:30][CH2:31][O:32][CH3:33]>>[CH3:1][O:2][CH2:3][CH2:4][NH:5][C:6]([N:8]1[CH2:13][CH:12]([C:14]2[CH:15]=[CH:16][C:17]([C:20]([F:21])([F:22])[F:23])=[CH:18][CH:19]=2)[CH2:11][CH:10]([C:24]2[O:26][N:34]=[C:29]([CH2:30][CH2:31][O:32][CH3:33])[N:28]=2)[CH2:9]1)=[O:7]. Reported procedure: 100 mg (0.267 mmol) of the compound from Example 105A and 78 mg (0.497 mmol) of N′-hydroxy-3-methoxypropanimidamide were reacted according to the General Method 2. Yield: 22 mg (17% of theory) Run at temperature 40 celsius, time 1 hour. Product: C(C1=CC=CC=C1)(=O)NCC=1SC2=C(N1)C=CC=C2 (2-(benzoylaminomethyl)benzothiazole). The reactants are NC1=C(C=CC=C1)S (2-Aminothiophenol), C1(=CC=CC=C1)C=1OC(CN1)=O (2-phenyl-4,5-dihydro-1,3-oxazol-5-one), O (Water). As a reaction SMILES: [NH2:1][C:2]1[CH:7]=[CH:6][CH:5]=[CH:4][C:3]=1[SH:8].[C:9]1([C:15]2[O:16][C:17](=O)[CH2:18][N:19]=2)[CH:14]=[CH:13][CH:12]=[CH:11][CH:10]=1.O>C(O)(=O)C>[C:15]([NH:19][CH2:18][C:17]1[S:8][C:3]2[CH:4]=[CH:5][CH:6]=[CH:7][C:2]=2[N:1]=1)(=[O:16])[C:9]1[CH:14]=[CH:13][CH:12]=[CH:11][CH:10]=1. Solvent: C(C)(=O)O (acetic acid). Reported procedure: 2-Aminothiophenol (1.2 ml) is added to a solution of 2-phenyl-4,5-dihydro-1,3-oxazol-5-one (1.8 g) in acetic acid (14 ml), and the mixture is stirred for one hour while heating it at 40° C. Water is added to the reaction mixture, and the resulting precipitate is filtered off to give 2-(benzoylaminomethyl)benzothiazole (0.75 g) as crystals.